This data is from the Open Reaction Database (ORD), a public repository of structured organic reaction records. The task is: describe an organic reaction: reactants, conditions, products, and yield The reactants are COC(=O)C1CC(C#N)(c2ccc(OC)c(OC)c2)CCC1=O, COC(=O)C1CC(C#N)(c2ccc(Cl)cc2)CCC1=O, CC(=O)O, O=S(=O)(O)O. Product: COc1ccc(C2(C#N)CCC(=O)CC2)cc1OC. As a reaction SMILES: [C:1]([O:2][CH3:3])(=[O:4])[CH:5]1[C:6](=[O:23])[CH2:7][CH2:8][C:9]([C:11]#[N:12])([c:13]2[cH:14][c:15]([O:21][CH3:22])[c:16]([O:19][CH3:20])[cH:17][cH:18]2)[CH2:10]1.[C:24]([CH:25]1[CH2:26][C:27]([c:28]2[cH:29][cH:30][c:31]([Cl:32])[cH:33][cH:34]2)([C:35]#[N:36])[CH2:37][CH2:38][C:39]1=[O:40])([O:41][CH3:42])=[O:43].[CH3:49][C:50](=[O:51])[OH:52].[S:44](=[O:45])(=[O:46])([OH:47])[OH:48]>>[CH2:5]1[C:6](=[O:23])[CH2:7][CH2:8][C:9]([C:11]#[N:12])([c:13]2[cH:14][c:15]([O:21][CH3:22])[c:16]([O:19][CH3:20])[cH:17][cH:18]2)[CH2:10]1. The reactants are II (iodine), S(O)(O)(=O)=O (sulfuric acid), C(C1=CC=CC=C1)O (benzyl alcohol), I(=O)(=O)[O-].[Na+] (Sodium iodate). Solvent: C(C)(=O)O (acetic acid), O (water). Run at time 1 hour. The product is IC1=CC=C(CO)C=C1 (p-iodobenzyl alcohol). Reaction SMILES: II.S(=O)(=O)(O)O.[CH2:8]([OH:15])[C:9]1[CH:14]=[CH:13][CH:12]=[CH:11][CH:10]=1.[I:16]([O-])(=O)=O.[Na+]>O.C(O)(=O)C>[I:16][C:12]1[CH:13]=[CH:14][C:9]([CH2:8][OH:15])=[CH:10][CH:11]=1 |f:3.4|. Reported procedure: A solution of glacial acetic acid (1350 ml.) and iodine (250 g.) was heated to 100° and then concentrated sulfuric acid (140 ml. of 95-97%) added, followed by benzyl alcohol (216 g.). Sodium iodate (92 g.) in water (500 ml.) was then introduced dropwise with stirring over a period of 1 hour. The temperature was maintained at 100°-110° for an additional 30 minutes before the reaction mixture was poured onto 1 Kg. of crushed ice. The mixture was extracted with chloroform, the combined chloroform s... The reactants are Cl, CC(C)c1cc(CN)c(O)c(S(C)(=O)=O)c1, O=C(O)C(F)(F)F. Yields the product CC(C)c1cc(C=O)c(O)c(S(C)(=O)=O)c1. RXN SMILES: [ClH:1].[NH2:2][CH2:3][c:4]1[c:5]([OH:17])[c:6]([S:13](=[O:14])(=[O:15])[CH3:16])[cH:7][c:8]([CH:10]([CH3:11])[CH3:12])[cH:9]1.[OH:18][C:19]([C:20]([F:21])([F:22])[F:23])=[O:24]>>[CH:3]([c:4]1[c:5]([OH:17])[c:6]([S:13](=[O:14])(=[O:15])[CH3:16])[cH:7][c:8]([CH:10]([CH3:11])[CH3:12])[cH:9]1)=[O:18]. Starting materials: hydrochloride salt, ( 4 ), N=C1N(CCC1)C (2 -imino-1 -methylpyrrolidine), FC(C=1C=C(C=CC1Cl)N=C=O)(F)F (3-trifluoromethyl- 4-chlorophenylisocyanate). The solvent is C1=CC=CC=C1 (benzene). The product is ClC1=C(C=C(C=C1)NC(=O)N=C1N(CCC1)C)C(F)(F)F (1 -(4 -Chloro-3 -trifluoromethylphenyl)-3 -(1 -methyl-2 -pyrrolidylidene)urea). Reaction SMILES: [NH:1]=[C:2]1[CH2:6][CH2:5][CH2:4][N:3]1[CH3:7].[F:8][C:9]([F:21])([F:20])[C:10]1[CH:11]=[C:12]([N:17]=[C:18]=[O:19])[CH:13]=[CH:14][C:15]=1[Cl:16]>C1C=CC=CC=1>[Cl:16][C:15]1[CH:14]=[CH:13][C:12]([NH:17][C:18]([N:1]=[C:2]2[CH2:6][CH2:5][CH2:4][N:3]2[CH3:7])=[O:19])=[CH:11][C:10]=1[C:9]([F:8])([F:20])[F:21]. Procedure: The hydrochloride salt of 2 -imino-1 -methylpyrrolidine (6.73 g; 0.05 mole) is converted to free base by adding 5 ml. of 50 % NaOH and extracting into benzene. After drying over K2CO3, the benzene solution is stirred at room temperature and 11.08 g. (0.05 mole) of 3-trifluoromethyl- 4-chlorophenylisocyanate [prepared according to the method of K. Inukai and Y. Maki, Kogyo Kagaku Zasski, 70 (4), 491-4 (1967)] dissolved in about 50 ml. of anhydrous benzene is added dropwise to this solution. After... RXN SMILES: [Cl:18][c:19]1[cH:20][c:21]([S:26](=[O:27])(=[O:28])[Cl:29])[cH:22][cH:23][c:24]1[Cl:25].[Cl:30][CH2:31][Cl:32].[NH2:1][c:2]1[c:3]([C:4](=[O:5])[O:6][CH3:7])[cH:8][cH:9][cH:10][cH:11]1.[cH:12]1[cH:13][cH:14][n:15][cH:16][cH:17]1>>[NH:1]([c:2]1[c:3]([C:4](=[O:5])[O:6][CH3:7])[cH:8][cH:9][cH:10][cH:11]1)[S:26]([c:21]1[cH:20][c:19]([Cl:18])[c:24]([Cl:25])[cH:23][cH:22]1)(=[O:27])=[O:28]. Reactants: O=S(=O)(Cl)c1ccc(Cl)c(Cl)c1, ClCCl, COC(=O)c1ccccc1N, c1ccncc1. The product is COC(=O)c1ccccc1NS(=O)(=O)c1ccc(Cl)c(Cl)c1. The reactants are OCC=1C=CC2=C(SC3=C(C=C2)C=C(C=C3)[N+](=O)[O-])C1 (3-hydroxymethyl-8-nitro-dibenzo[b,f]thiepin), OCC=1C=CC2=C(SC3=C(CC2)C=CC=C3)C1 (3-hydroxymethyl-10,11-dihydrodibenzo[b,f]thiepin). Product: OCC=1C=CC2=C(S(C3=C(C=C2)C=C(C=C3)[N+](=O)[O-])=O)C1 (3-Hydroxymethyl-8-nitro-dibenzo[b,f]thiepin-5-oxide). As a reaction SMILES: [OH:1][CH2:2][C:3]1[CH:4]=[CH:5][C:6]2[CH:12]=[CH:11][C:10]3[CH:13]=[C:14]([N+:17]([O-:19])=[O:18])[CH:15]=[CH:16][C:9]=3[S:8][C:7]=2[CH:20]=1.[OH:21]CC1C=CC2CCC3C=CC=CC=3SC=2C=1>>[OH:1][CH2:2][C:3]1[CH:4]=[CH:5][C:6]2[CH:12]=[CH:11][C:10]3[CH:13]=[C:14]([N+:17]([O-:19])=[O:18])[CH:15]=[CH:16][C:9]=3[S:8](=[O:21])[C:7]=2[CH:20]=1. Procedure: Repeat the process of Example 2, substituting an equivalent quantity of 3-hydroxymethyl-8-nitro-dibenzo[b,f]thiepin for the 3-hydroxymethyl-10,11-dihydrodibenzo[b,f]thiepin, to obtain the title product. The reactants are FC1=C(CC=2C=C(NC2)C(=O)OC)C(=CC(=C1)F)F (methyl 4-(2,4,6-trifluorobenzyl)-1H-pyrrole-2-carboxylate), [OH-].[Na+] (sodium hydroxide). Run in CO (methanol). Run at temperature 70 celsius, time 8 hour. The product is FC1=C(CC=2C=C(NC2)C(=O)O)C(=CC(=C1)F)F (4-(2,4,6-trifluorobenzyl)-1H-pyrrole-2-carboxylic acid). Isolated yield 100.6%. Reaction SMILES: [F:1][C:2]1[CH:17]=[C:16]([F:18])[CH:15]=[C:14]([F:19])[C:3]=1[CH2:4][C:5]1[CH:6]=[C:7]([C:10]([O:12]C)=[O:11])[NH:8][CH:9]=1.[OH-].[Na+]>CO>[F:1][C:2]1[CH:17]=[C:16]([F:18])[CH:15]=[C:14]([F:19])[C:3]=1[CH2:4][C:5]1[CH:6]=[C:7]([C:10]([OH:12])=[O:11])[NH:8][CH:9]=1 |f:1.2|. Reported procedure: To a methanol 30 mL solution of methyl 4-(2,4,6-trifluorobenzyl)-1H-pyrrole-2-carboxylate (840 mg, 3.1 mmol) was added 5N sodium hydroxide solution (3.1 mL, 16 mmol) and the reaction was stirred in an oil bath at 70° C. overnight. After cooling to rt, pH of the reaction mixture was adjusted to 1.5 to give a gray suspension. The precipitate was collected by suction filtration and dried under vacuum to give the title compound (796 mg).